This data is from the Open Reaction Database (ORD), a public repository of structured organic reaction records. The task is: describe an organic reaction: reactants, conditions, products, and yield Starting materials: BrC1=CC=C2C=NN(C2=C1)C1OCCCC1 (6-bromo-1-(tetrahydro-pyran-2-yl)-1H-indazole), C(C)C1=C(C=C(C(=C1)OC)F)B1OC(C(O1)(C)C)(C)C (2-(2-ethyl-5-fluoro-4-methoxy-phenyl)-4,4,5,5-tetramethyl-[1,3,2]dioxaborolane), P(=O)([O-])([O-])[O-].[K+].[K+].[K+] (potassium phosphate). Reagents/catalysts: [Pd].C1(=CC=CC=C1)P(C1=CC=CC=C1)C1=CC=CC=C1.C1(=CC=CC=C1)P(C1=CC=CC=C1)C1=CC=CC=C1.C1(=CC=CC=C1)P(C1=CC=CC=C1)C1=CC=CC=C1.C1(=CC=CC=C1)P(C1=CC=CC=C1)C1=CC=CC=C1 (tetrakis (triphenylphosphine) palladium(0)). Run in O1CCOCC1 (dioxane), O (water). Conditions: temperature 110 celsius. The product is C(C)C1=C(C=C(C(=C1)OC)F)C1=CC=C2C=NN(C2=C1)C1OCCCC1 (6-(2-Ethyl-5-fluoro-4-methoxy-phenyl)-1-(tetrahydro-pyran-2-yl)-1H-indazole). Isolated yield 71.4%. RXN SMILES: Br[C:2]1[CH:10]=[C:9]2[C:5]([CH:6]=[N:7][N:8]2[CH:11]2[CH2:16][CH2:15][CH2:14][CH2:13][O:12]2)=[CH:4][CH:3]=1.[CH2:17]([C:19]1[CH:24]=[C:23]([O:25][CH3:26])[C:22]([F:27])=[CH:21][C:20]=1B1OC(C)(C)C(C)(C)O1)[CH3:18].P([O-])([O-])([O-])=O.[K+].[K+].[K+]>O1CCOCC1.O.[Pd].C1(P(C2C=CC=CC=2)C2C=CC=CC=2)C=CC=CC=1.C1(P(C2C=CC=CC=2)C2C=CC=CC=2)C=CC=CC=1.C1(P(C2C=CC=CC=2)C2C=CC=CC=2)C=CC=CC=1.C1(P(C2C=CC=CC=2)C2C=CC=CC=2)C=CC=CC=1>[CH2:17]([C:19]1[CH:24]=[C:23]([O:25][CH3:26])[C:22]([F:27])=[CH:21][C:20]=1[C:2]1[CH:10]=[C:9]2[C:5]([CH:6]=[N:7][N:8]2[CH:11]2[CH2:16][CH2:15][CH2:14][CH2:13][O:12]2)=[CH:4][CH:3]=1)[CH3:18] |f:2.3.4.5,8.9.10.11.12|. Procedure details: To a solution of 6-bromo-1-(tetrahydro-pyran-2-yl)-1H-indazole (WO 2010/027500, 2.25 g, 8.0 mmol) and 2-(2-ethyl-5-fluoro-4-methoxy-phenyl)-4,4,5,5-tetramethyl-[1,3,2]dioxaborolane (Preparation 13, 2.24 g, 8.0 mmol) in dioxane (32 mL) was added potassium phosphate (5.1 g, 24 mmol) as a solution in water (8 mL). The reaction mixture was degassed with nitrogen and treated with tetrakis (triphenylphosphine) palladium(0) (1.85 g, 1.6 mmol). The reaction mixture was heated at 110° C. for 18 hours, co... Product: COc1ccc(C(=O)COc2ccccc2Br)cc1. The reactants are Oc1ccccc1Br, O=C([O-])[O-], COc1ccc(C(=O)CBr)cc1, CC(C)=O, [K+], [K+], O. Reaction SMILES: [Br:7][c:8]1[c:9]([OH:14])[cH:10][cH:11][cH:12][cH:13]1.[C:1](=[O:2])([O-:3])[O-:4].[CH3:15][O:16][c:17]1[cH:18][cH:19][c:20]([C:23]([CH2:24][Br:25])=[O:26])[cH:21][cH:22]1.[CH3:28][C:29](=[O:30])[CH3:31].[K+:5].[K+:6].[OH2:27]>>[Br:7][c:8]1[c:9]([O:14][CH2:24][C:23]([c:20]2[cH:19][cH:18][c:17]([O:16][CH3:15])[cH:22][cH:21]2)=[O:26])[cH:10][cH:11][cH:12][cH:13]1. Reactants: NC1=CSC2=C1C=CC=C2 (3-aminobenzothiophene), N1CCNCC1 (piperazine), O (water). The solvent is CN1C(CCC1)=O (N-methylpyrrolidinone). The product is S1C=C(C2=C1C=CC=C2)N2CCNCC2 (1-(Benzothiophen-3-yl)piperazine). RXN SMILES: [NH2:1][C:2]1[C:6]2[CH:7]=[CH:8][CH:9]=[CH:10][C:5]=2[S:4][CH:3]=1.[NH:11]1[CH2:16][CH2:15]N[CH2:13][CH2:12]1.O>CN1CCCC1=O>[S:4]1[C:5]2[CH:10]=[CH:9][CH:8]=[CH:7][C:6]=2[C:2]([N:1]2[CH2:15][CH2:16][NH:11][CH2:12][CH2:13]2)=[CH:3]1. Procedure details: To a solution of methyl 3-aminobenzothiophene-2-carboxylate [prepared by the method of J. R. Beck, J. Org. Chem. 1972, 37, 3224] (6.5 g, 31.4 mmol) in N-methylpyrrolidinone (30 ml) was added 1-methylpiperazine and the reaction mixture was heated to 178° C. for 4 h. After cooling the mixture was poured into water and the product extracted with diethyl ether (3×100 ml), the extracts were washed with water (1×100 ml) and brine (1×100 ml), combined and dried (MgSO4). Concentration of the extracts yi... Starting materials: O=C([O-])[O-], CC1(C)c2cccc(P(c3ccccc3)c3ccccc3)c2Oc2c(P(c3ccccc3)c3ccccc3)cccc21, [Cs+], [Cs+], Ic1ccccc1, COc1cc2nc(N)ncc2cc1-c1ccccc1C, O=C(C=Cc1ccccc1)C=Cc1ccccc1, O=C(C=Cc1ccccc1)C=Cc1ccccc1, C1COCCO1, O=C(C=Cc1ccccc1)C=Cc1ccccc1, O, [Pd], [Pd]. Yields the product COc1cc2nc(Nc3ccccc3)ncc2cc1-c1ccccc1C. As a reaction SMILES: [C:70](=[O:71])([O-:72])[O-:73].[CH3:28][C:29]1([CH3:30])[c:31]2[cH:32][cH:33][cH:34][c:35]([P:36]([c:37]3[cH:38][cH:39][cH:40][cH:41][cH:42]3)[c:43]3[cH:44][cH:45][cH:46][cH:47][cH:48]3)[c:49]2[O:50][c:51]2[c:52]1[cH:53][cH:54][cH:55][c:56]2[P:57]([c:58]1[cH:59][cH:60][cH:61][cH:62][cH:63]1)[c:64]1[cH:65][cH:66][cH:67][cH:68][cH:69]1.[Cs+:74].[Cs+:75].[I:21][c:22]1[cH:23][cH:24][cH:25][cH:26][cH:27]1.[NH2:1][c:2]1[n:3][c:4]2[cH:5][c:6]([O:19][CH3:20])[c:7](-[c:12]3[c:13]([CH3:18])[cH:14][cH:15][cH:16][cH:17]3)[cH:8][c:9]2[cH:10][n:11]1.[O:102]=[C:103]([CH:104]=[CH:105][c:106]1[cH:107][cH:108][cH:109][cH:110][cH:111]1)[CH:112]=[CH:113][c:114]1[cH:115][cH:116][cH:117][cH:118][cH:119]1.[O:120]=[C:121]([CH:122]=[CH:123][c:124]1[cH:125][cH:126][cH:127][cH:128][cH:129]1)[CH:130]=[CH:131][c:132]1[cH:133][cH:134][cH:135][cH:136][cH:137]1.[O:76]1[CH2:77][CH2:78][O:79][CH2:80][CH2:81]1.[O:84]=[C:85]([CH:86]=[CH:87][c:88]1[cH:89][cH:90][cH:91][cH:92][cH:93]1)[CH:94]=[CH:95][c:96]1[cH:97][cH:98][cH:99][cH:100][cH:101]1.[OH2:138].[Pd:82].[Pd:83]>>[NH:1]([c:2]1[n:3][c:4]2[cH:5][c:6]([O:19][CH3:20])[c:7](-[c:12]3[c:13]([CH3:18])[cH:14][cH:15][cH:16][cH:17]3)[cH:8][c:9]2[cH:10][n:11]1)[c:22]1[cH:23][cH:24][cH:25][cH:26][cH:27]1.